This data is from the Open Reaction Database (ORD), a public repository of structured organic reaction records. The task is: describe an organic reaction: reactants, conditions, products, and yield Reactants: COc1ccc(N)c([N+](=O)[O-])c1, [Na+], [OH-], O. The product is COc1ccc(O)c([N+](=O)[O-])c1. RXN SMILES: [N+:1](=[O:2])([O-:3])[c:4]1[c:5]([NH2:6])[cH:7][cH:8][c:9]([O:11][CH3:12])[cH:10]1.[Na+:14].[OH-:13].[OH2:15]>>[N+:1](=[O:2])([O-:3])[c:4]1[c:5]([OH:13])[cH:7][cH:8][c:9]([O:11][CH3:12])[cH:10]1. The reactants are C1=C(C=CC=2OC3=CC=CC=C3CC12)C(CN)C (2-(2-xanthenyl)-propylamine), C(C)(=O)O (acetic acid), N(=O)[O-].[Na+] (NaNO2). Solvent: O (water). The product is C1=C(C=CC=2OC3=CC=CC=C3CC12)C(CO)C (2-(2-xanthenyl)-propanol). RXN SMILES: [CH:1]1[C:14]2[CH2:13][C:12]3[C:7](=[CH:8][CH:9]=[CH:10][CH:11]=3)[O:6][C:5]=2[CH:4]=[CH:3][C:2]=1[CH:15]([CH3:18])[CH2:16]N.C(O)(=[O:21])C.N([O-])=O.[Na+]>O>[CH:1]1[C:14]2[CH2:13][C:12]3[C:7](=[CH:8][CH:9]=[CH:10][CH:11]=3)[O:6][C:5]=2[CH:4]=[CH:3][C:2]=1[CH:15]([CH3:18])[CH2:16][OH:21] |f:2.3|. Procedure: 2.4 g. of 2-(2-xanthenyl)-propylamine (obtainable from 2-(2-xanthenyl)-propionamide with LiAlH4) is dissolved in 50 ml. of 15% aqueous acetic acid and mixed, under ice cooling, with a solution of 1 g. of NaNO2 in 5 ml. of water. The mixture is heated for 1 hour to 80°, worked up as usual, and chromatographic purification on silica gel yields 2-(2-xanthenyl)-propanol, m.p. 86°-89°. Starting materials: BrCC1=CC=C(C=C1)CCN1C(C=C(C=C1)OCC1=NC=C(C=C1)C)=O (1-[2-(4-bromomethyl-phenyl)-ethyl]-4-(5-methyl-pyridin-2-ylmethoxy)-1H-pyridin-2-one), N1CCC(CC1)NC(C)=O (N-piperidin-4-yl-acetamide). The product is CC=1C=CC(=NC1)COC1=CC(N(C=C1)CCC1=CC=C(CN2CCC(CC2)NC(C)=O)C=C1)=O (N-[1-(4-{2-[4-(5-Methyl-pyridin-2-ylmethoxy)-2-oxo-2H-pyridin-1-yl]-ethyl}-benzyl)-piperidin-4-yl]-acetamide). RXN SMILES: Br[CH2:2][C:3]1[CH:8]=[CH:7][C:6]([CH2:9][CH2:10][N:11]2[CH:16]=[CH:15][C:14]([O:17][CH2:18][C:19]3[CH:24]=[CH:23][C:22]([CH3:25])=[CH:21][N:20]=3)=[CH:13][C:12]2=[O:26])=[CH:5][CH:4]=1.[NH:27]1[CH2:32][CH2:31][CH:30]([NH:33][C:34](=[O:36])[CH3:35])[CH2:29][CH2:28]1>>[CH3:25][C:22]1[CH:23]=[CH:24][C:19]([CH2:18][O:17][C:14]2[CH:15]=[CH:16][N:11]([CH2:10][CH2:9][C:6]3[CH:7]=[CH:8][C:3]([CH2:2][N:27]4[CH2:32][CH2:31][CH:30]([NH:33][C:34](=[O:36])[CH3:35])[CH2:29][CH2:28]4)=[CH:4][CH:5]=3)[C:12](=[O:26])[CH:13]=2)=[N:20][CH:21]=1. Reported procedure: N-[1-(4-{2-[4-(5-Methyl-pyridin-2-ylmethoxy)-2-oxo-2H-pyridin-1-yl]-ethyl}-benzyl)-piperidin-4-yl]-acetamide is prepared as example 13.1c from 55 mg (0.13 mmol) 1-[2-(4-bromomethyl-phenyl)-ethyl]-4-(5-methyl-pyridin-2-ylmethoxy)-1H-pyridin-2-one (example 13.1b) and 76 mg (0.53 mmol) N-piperidin-4-yl-acetamide. Reactants: CO, [Cl-], N, [NH4+], N#C[Na], O=C1CCN(C(=O)OCc2ccccc2)CC1. Product: N#CC1(N)CCN(C(=O)OCc2ccccc2)CC1. As a reaction SMILES: [CH3:23][OH:24].[Cl-:4].[NH3:25].[NH4+:5].[Na:1][C:2]#[N:3].[O:6]=[C:7]1[CH2:8][CH2:9][N:10]([C:13](=[O:14])[O:15][CH2:16][c:17]2[cH:18][cH:19][cH:20][cH:21][cH:22]2)[CH2:11][CH2:12]1>>[C:2](#[N:3])[C:7]1([NH2:5])[CH2:8][CH2:9][N:10]([C:13](=[O:14])[O:15][CH2:16][c:17]2[cH:18][cH:19][cH:20][cH:21][cH:22]2)[CH2:11][CH2:12]1.